Dataset: the Open Reaction Database (ORD), a public repository of structured organic reaction records. Task: describe an organic reaction: reactants, conditions, products, and yield The reactants are C([O-])(O)=O.[Na+] (sodium bicarbonate), C1(=NN=C(C2=CC=CC=C12)O)O (phthalazine-1,4-diol), C(CCCCCCC)SSC(N)=N (S-n-octylthioisothiourea). Solvent: O (water), CO (methanol). Product: C(CCCCCCC)SSC1=NN=C(C2=CC=CC=C12)SSCCCCCCCC (1,4-bis (n-octyldithio)phthalazine). Isolated yield 91.0%. Reaction SMILES: C(=O)(O)[O-].[Na+].[C:6]1(O)[C:15]2[C:10](=[CH:11][CH:12]=[CH:13][CH:14]=2)[C:9](O)=[N:8][N:7]=1.[CH2:18]([S:26][S:27]C(=N)N)[CH2:19][CH2:20][CH2:21][CH2:22][CH2:23][CH2:24][CH3:25]>O.CO>[CH2:18]([S:26][S:27][C:6]1[C:15]2[C:10](=[CH:11][CH:12]=[CH:13][CH:14]=2)[C:9]([S:27][S:26][CH2:18][CH2:19][CH2:20][CH2:21][CH2:22][CH2:23][CH2:24][CH3:25])=[N:8][N:7]=1)[CH2:19][CH2:20][CH2:21][CH2:22][CH2:23][CH2:24][CH3:25] |f:0.1|. Procedure details: A solution of sodium bicarbonate (4.30 8, 0.05 mole) in water (60 ml) was added dropwise to a stirred suspension of the phthalazine-1,4-diol prepared as above (2.91 g, 0.015 mole) and S-n-octylthioisothiourea obtained in step (A) (7.695 g, 0.03 mole) in methanol (70 ml) at 60°-65° C. over 30 minutes. The mixture was stirred at room temperature for a further hour, then filtered giving a yellow solid, which was washed with water and dried giving the duct as yellow crystals (6.56 g, 91%).